This data is from the Open Reaction Database (ORD), a public repository of structured organic reaction records. The task is: describe an organic reaction: reactants, conditions, products, and yield The reactants are Br, COc1ccc(CC2CCCN2C)cc1, CC(=O)O, [Na+], [OH-], O. The product is CN1CCCC1Cc1ccc(O)cc1. Reaction SMILES: [BrH:16].[CH3:1][O:2][c:3]1[cH:4][cH:5][c:6]([CH2:7][CH:8]2[N:9]([CH3:13])[CH2:10][CH2:11][CH2:12]2)[cH:14][cH:15]1.[CH3:20][C:21](=[O:22])[OH:23].[Na+:19].[OH-:18].[OH2:17]>>[OH:2][c:3]1[cH:4][cH:5][c:6]([CH2:7][CH:8]2[N:9]([CH3:13])[CH2:10][CH2:11][CH2:12]2)[cH:14][cH:15]1. Reactants: ClC=1C=C(NC2=C(C=NC3=CC(=C(C=C23)NC(C=CC)=O)OCC)C#N)C=CC1F (N-[4-(3-chloro-4-fluoroanilino)-3-cyano-7-ethoxy-6-quinolinyl]-2-butenamide), CNC (dimethylamine). Solvent: O1CCCC1 (tetrahydrofuran). The product is ClC=1C=C(NC2=C(C=NC3=CC(=C(C=C23)NC(CC(C)N(C)C)=O)OCC)C#N)C=CC1F (N-[4-(3-Chloro-4-fluoroanilino)-3-cyano-7-ethoxy-6-quinolinyl]-3-(dimethylamino)butanamide). As a reaction SMILES: [Cl:1][C:2]1[CH:3]=[C:4]([CH:27]=[CH:28][C:29]=1[F:30])[NH:5][C:6]1[C:15]2[C:10](=[CH:11][C:12]([O:22][CH2:23][CH3:24])=[C:13]([NH:16][C:17](=[O:21])[CH:18]=[CH:19][CH3:20])[CH:14]=2)[N:9]=[CH:8][C:7]=1[C:25]#[N:26].[CH3:31][NH:32][CH3:33]>O1CCCC1>[Cl:1][C:2]1[CH:3]=[C:4]([CH:27]=[CH:28][C:29]=1[F:30])[NH:5][C:6]1[C:15]2[C:10](=[CH:11][C:12]([O:22][CH2:23][CH3:24])=[C:13]([NH:16][C:17](=[O:21])[CH2:18][CH:19]([N:32]([CH3:33])[CH3:31])[CH3:20])[CH:14]=2)[N:9]=[CH:8][C:7]=1[C:25]#[N:26]. Reported procedure: To a stirred solution of N-[4-(3-chloro-4-fluoroanilino)-3-cyano-7-ethoxy-6-quinolinyl]-2-butenamide (0.212 g, 0.50 mmol) in 25 ml of 2.0 M dimethylamine in tetrahydrofuran was added 0.02 ml of 40% aqueous Triton B. After 66 h at 25° C. the solution was concentrated, and the residue was partitioned between methylene chloride and water. The residue from the organic layer was dissolved in ether, and the solution was passed onto a pad of hydrous magnesium silicate. The pad was washed with ether and... The reactants are M-indole, C1=CC=CC2=NC=C3C=CC=CC3=C12 (phenanthridine), O1C(=CC=C1)C(=O)Cl (2-furoyl chloride), N1C=CC2=CC=CC=C12 (indole). Yields the product O1C(=CC=C1)C(=O)N1C=2C=CC=CC2C2=CC=CC=C2C1C1=CNC2=CC=CC=C12 (Furan-2-yl-[6-(1H-indol-3-yl)-6H-phenanthridin-5-yl]-methanone). RXN SMILES: [CH:1]1[C:14]2[C:5](=[N:6][CH:7]=[C:8]3[C:13]=2[CH:12]=[CH:11][CH:10]=[CH:9]3)[CH:4]=[CH:3][CH:2]=1.[O:15]1[CH:19]=[CH:18][CH:17]=[C:16]1[C:20](Cl)=[O:21].[NH:23]1[C:31]2[C:26](=[CH:27][CH:28]=[CH:29][CH:30]=2)[CH:25]=[CH:24]1>>[O:15]1[CH:19]=[CH:18][CH:17]=[C:16]1[C:20]([N:6]1[CH:7]([C:25]2[C:26]3[C:31](=[CH:30][CH:29]=[CH:28][CH:27]=3)[NH:23][CH:24]=2)[C:8]2[C:13](=[CH:12][CH:11]=[CH:10][CH:9]=2)[C:14]2[CH:1]=[CH:2][CH:3]=[CH:4][C:5]1=2)=[O:21]. Procedure: Furan-2-yl-[6-(1H-indol-3-yl)-6H-phenanthridin-5-yl]-methanone was prepared from phenanthridine, 2-furoyl chloride, and indole according to GP 2. Yield, 72%. 1H-NMR (DMSO-d6): δ=6.19 (“d”, J=2.1 Hz, 1H), 6.51 (dd, J=3.4 Hz, J=1.7 Hz, 1H), 6.61 (d, J=7.9 Hz, 1H), 6.71 (d, J=3.4 Hz, 1H), 6.95-7.08 (m, 3H), 7.17-7.27 (m, 2H), 7.41 (“t”, J≈7.5 Hz, 1H), 7.48-7.56 (m, 2H), 7.63-7.65 (m, 2H), 7.88 (d, J=7.0 Hz, 1H), 7.97 (d, J=7.9 Hz, 1H), 8.07 (d, J=7.8 Hz, 1H), 10.70 (s, 1H); (+)-ESI-MS: m/z=391 [M+H... Starting materials: COc1ccc(CC2NCCc3cc(OC)c(OC)c(O)c32)cc1, CC(C)(C)C(=O)OC=O, ClC(Cl)Cl. Yields the product COc1ccc(CC2c3c(cc(OC)c(OC)c3O)CCN2C=O)cc1. RXN SMILES: [CH3:1][O:2][c:3]1[cH:4][c:5]2[c:10]([c:11]([OH:15])[c:12]1[O:13][CH3:14])[CH:9]([CH2:16][c:17]1[cH:18][cH:19][c:20]([O:23][CH3:24])[cH:21][cH:22]1)[NH:8][CH2:7][CH2:6]2.[CH3:25][C:26]([C:27](=[O:28])[O:31][CH:32]=[O:33])([CH3:29])[CH3:30].[CH:34]([Cl:35])([Cl:36])[Cl:37]>>[CH3:1][O:2][c:3]1[cH:4][c:5]2[c:10]([c:11]([OH:15])[c:12]1[O:13][CH3:14])[CH:9]([CH2:16][c:17]1[cH:18][cH:19][c:20]([O:23][CH3:24])[cH:21][cH:22]1)[N:8]([CH:27]=[O:28])[CH2:7][CH2:6]2. The reactants are O=C([O-])[O-], Cc1c[n+]([O-])c(C)c(C)c1[N+](=O)[O-], CN(C)C=O, Cl, [K+], [K+], O. The product is Cc1c[n+]([O-])c(C)c(C)c1Cl. RXN SMILES: [C:15](=[O:16])([O-:17])[O-:18].[CH3:1][c:2]1[n+:3]([O-:13])[cH:4][c:5]([CH3:12])[c:6]([N+:9]([O-:10])=[O:11])[c:7]1[CH3:8].[CH3:22][N:23]([CH3:24])[CH:25]=[O:26].[ClH:14].[K+:19].[K+:20].[OH2:21]>>[CH3:1][c:2]1[n+:3]([O-:13])[cH:4][c:5]([CH3:12])[c:6]([Cl:14])[c:7]1[CH3:8]. Reactants: CCOC(=O)CBr, [K+], [K+], O=C([O-])[O-], CN(C)C=O, O=C1CCC(c2ccc(O)cc2)=NN1. Product: CCOC(=O)COc1ccc(C2=NNC(=O)CC2)cc1. Reaction SMILES: [Br:21][CH2:22][C:23](=[O:24])[O:25][CH2:26][CH3:27].[K+:15].[K+:16].[O-:17][C:18]([O-:19])=[O:20].[O:28]=[CH:29][N:30]([CH3:31])[CH3:32].[OH:1][c:2]1[cH:3][cH:4][c:5]([C:8]2=[N:13][NH:12][C:11](=[O:14])[CH2:10][CH2:9]2)[cH:6][cH:7]1>>[O:1]([c:2]1[cH:3][cH:4][c:5]([C:8]2=[N:13][NH:12][C:11](=[O:14])[CH2:10][CH2:9]2)[cH:6][cH:7]1)[CH2:22][C:23](=[O:24])[O:25][CH2:26][CH3:27]. Starting materials: BrCC1CC1, CCCCc1nc(C)[nH]c(=O)c1Cc1ccc(-c2ccccc2C#N)cc1, CCOC(C)=O, CN(C)C=O, [H-], [Na+], O. The product is CCCCc1nc(C)n(CC2CC2)c(=O)c1Cc1ccc(-c2ccccc2C#N)cc1. As a reaction SMILES: [Br:28][CH2:29][CH:30]1[CH2:31][CH2:32]1.[CH2:1]([CH2:2][CH2:3][CH3:4])[c:5]1[n:6][c:7]([CH3:27])[nH:8][c:9](=[O:26])[c:10]1[CH2:11][c:12]1[cH:13][cH:14][c:15](-[c:18]2[c:19]([C:24]#[N:25])[cH:20][cH:21][cH:22][cH:23]2)[cH:16][cH:17]1.[CH3:35][CH2:36][O:37][C:38](=[O:39])[CH3:40].[CH3:41][N:42]([CH3:43])[CH:44]=[O:45].[H-:33].[Na+:34].[OH2:46]>>[CH2:1]([CH2:2][CH2:3][CH3:4])[c:5]1[n:6][c:7]([CH3:27])[n:8]([CH2:29][CH:30]2[CH2:31][CH2:32]2)[c:9](=[O:26])[c:10]1[CH2:11][c:12]1[cH:13][cH:14][c:15](-[c:18]2[c:19]([C:24]#[N:25])[cH:20][cH:21][cH:22][cH:23]2)[cH:16][cH:17]1. The reactants are CC=1OC2=C(N1)C=CC(=C2)O (2-methyl-6-hydroxybenzoxazole), C(CCCCCCCCCCCCCCC)Br (hexadecyl bromide). The product is CC=1OC2=C(N1)C=CC(=C2)OCCCCCCCCCCCCCCCC (2-methyl-6-hexadecyloxybenzoxazole). RXN SMILES: [CH3:1][C:2]1[O:3][C:4]2[CH:10]=[C:9]([OH:11])[CH:8]=[CH:7][C:5]=2[N:6]=1.[CH2:12](Br)[CH2:13][CH2:14][CH2:15][CH2:16][CH2:17][CH2:18][CH2:19][CH2:20][CH2:21][CH2:22][CH2:23][CH2:24][CH2:25][CH2:26][CH3:27]>>[CH3:1][C:2]1[O:3][C:4]2[CH:10]=[C:9]([O:11][CH2:27][CH2:26][CH2:25][CH2:24][CH2:23][CH2:22][CH2:21][CH2:20][CH2:19][CH2:18][CH2:17][CH2:16][CH2:15][CH2:14][CH2:13][CH3:12])[CH:8]=[CH:7][C:5]=2[N:6]=1. Procedure: 37.3 g (0.1 mol) of 2-methyl-6-hexadecyloxybenzoxazole obtained by the reaction of 2-methyl-6-hydroxybenzoxazole with hexadecyl bromide was added to a mixture composed of 30 ml of hydrochloric acid and 300 ml of ethanol and the mixture was stirred at a temperature range between 40° C. and 50° C. for 1 hour. After cooling, the crystals deposited were collected by filtration and washed with ethanol to obtain 35.8 g of 2-acetylamino-5-hexadecyloxyphenol. Reactants: C(C1=CC=CC=C1)OC=1C=C(C=CC1)C(CC1CC(CC1)O[Si](C)(C)C(C)(C)C)N(C(CC1=CC=C(C=C1)S(=O)(=O)C)=O)C (N-{1-(3-Benzyloxy-phenyl)-2-[3-(tert-butyl-dimethyl-silanyloxy)-cyclopentyl]-ethyl}-2-(4-methanesulfonyl-phenyl)-N-methyl-acetamide), C(C)O (ethanol). Reagents/catalysts: [OH-].[Pd+2].[OH-] (palladium hydroxide). Reaction conditions: time 16 hour. The product is C(C)(C)(C)[Si](OC1CC(CC1)C(CN(C(CC1=CC=C(C=C1)S(=O)(=O)C)=O)C)C1=CC(=CC=C1)O)(C)C (N-[2-[3-(tert-Butyl-dimethyl-silanyloxy)-cyclopentyl]-(3-hydroxy-phenyl)-ethyl]-2-(4-methanesulfonyl-phenyl)-N-methyl-acetamide). As a reaction SMILES: C(OC1C=C([CH:15]([N:30]([CH3:44])[C:31](=[O:43])[CH2:32][C:33]2[CH:38]=[CH:37][C:36]([S:39]([CH3:42])(=[O:41])=[O:40])=[CH:35][CH:34]=2)[CH2:16][CH:17]2[CH2:21][CH2:20][CH:19]([O:22][Si:23]([C:26]([CH3:29])([CH3:28])[CH3:27])([CH3:25])[CH3:24])[CH2:18]2)C=CC=1)C1C=CC=CC=1.[CH2:45]([OH:47])[CH3:46]>[OH-].[Pd+2].[OH-]>[C:26]([Si:23]([CH3:25])([CH3:24])[O:22][CH:19]1[CH2:20][CH2:21][CH:17]([CH:16]([C:18]2[CH:17]=[CH:16][CH:15]=[C:45]([OH:47])[CH:46]=2)[CH2:15][N:30]([CH3:44])[C:31](=[O:43])[CH2:32][C:33]2[CH:34]=[CH:35][C:36]([S:39]([CH3:42])(=[O:40])=[O:41])=[CH:37][CH:38]=2)[CH2:18]1)([CH3:29])([CH3:27])[CH3:28] |f:2.3.4|. Reported procedure: To a solution of Example 39 (2.41 g, 3.8 mmol) in ethanol (220 mL) was added palladium hydroxide (20% on carbon) (0.15 g). This was hydrogenated at 30° C. for 16 hours, filtered through Celite, and the solvent removed in vacuo to give a white foam, 3.7 mmol, 97%. This was used without further purification.